From a dataset of the Open Reaction Database (ORD), a public repository of structured organic reaction records. describe an organic reaction: reactants, conditions, products, and yield Starting materials: CC(NC(=O)OCc1ccccc1)n1nnnc1SC(c1ccccc1)c1ccccc1, Oc1ccccc1. Product: CC(NC(=O)OCc1ccccc1)n1nnnc1S. RXN SMILES: [CH2:1]([c:2]1[cH:3][cH:4][cH:5][cH:6][cH:7]1)[O:8][C:9](=[O:10])[NH:11][CH:12]([CH3:13])[n:14]1[n:15][n:16][n:17][c:18]1[S:19][CH:20]([c:21]1[cH:22][cH:23][cH:24][cH:25][cH:26]1)[c:27]1[cH:28][cH:29][cH:30][cH:31][cH:32]1.[OH:33][c:34]1[cH:35][cH:36][cH:37][cH:38][cH:39]1>>[CH2:1]([c:2]1[cH:3][cH:4][cH:5][cH:6][cH:7]1)[O:8][C:9](=[O:10])[NH:11][CH:12]([CH3:13])[n:14]1[n:15][n:16][n:17][c:18]1[SH:19]. The reactants are O=C([O-])[O-], CCCCN=C=O, Cc1ccsc1S(N)(=O)=O, CC(C)=O, [K+], [K+]. The product is CCCCNC(=O)NS(=O)(=O)c1sccc1C. Reaction SMILES: [C:18](=[O:19])([O-:20])[O-:21].[CH3:11][CH2:12][CH2:13][CH2:14][N:15]=[C:16]=[O:17].[CH3:1][c:2]1[c:3]([S:7](=[O:8])(=[O:9])[NH2:10])[s:4][cH:5][cH:6]1.[CH3:24][C:25](=[O:26])[CH3:27].[K+:22].[K+:23]>>[CH3:1][c:2]1[c:3]([S:7](=[O:8])(=[O:9])[NH:10][C:16]([NH:15][CH2:14][CH2:13][CH2:12][CH3:11])=[O:17])[s:4][cH:5][cH:6]1. Starting materials: C(CCC)[Li] (n-butyllithium), solution, C1(=CC=CC=C1)OC1=CC=CC=C1 (diphenyl ether), CN(C=O)C (N,N-dimethylformamide), OS(=O)(=O)O (H2SO4). Run in hexanes, CCOCC (ether). Conditions: temperature 0 celsius, time 1.5 hour. The product is crude product, O(C1=CC=CC=C1)C1=C(C=O)C=CC=C1 (2-phenoxybenzaldehyde). The yield is 68.7%. As a reaction SMILES: C([Li])CCC.[C:6]1([O:12][C:13]2[CH:18]=[CH:17][CH:16]=[CH:15][CH:14]=2)[CH:11]=[CH:10][CH:9]=[CH:8][CH:7]=1.CN(C)[CH:21]=[O:22].OS(O)(=O)=O>CCOCC>[O:12]([C:6]1[CH:7]=[CH:8][CH:9]=[CH:10][C:11]=1[CH:21]=[O:22])[C:13]1[CH:14]=[CH:15][CH:16]=[CH:17][CH:18]=1. Procedure details: At room temperature, under an argon atmosphere, n-butyllithium (15.45 mL of a 2.5M solution in hexanes, 38.61 mmol) was added to a solution of diphenyl ether (5.0 g; 29.38 mmol) in 100 mL of ether, and the reaction mixture was gently refluxed for 4 hrs. After cooling to 0° C., N,N-dimethylformamide (22.73 mL; 0.293 mol) was added dropwise and the reaction was stirred for 15 min at 0° C. and 1.5 hr at room temperature. After adding 10% H2SO4 to pH 1, it was stirred for 15 min and extracted into e... The reactants are CCCCCCCCC=Cc1ccc(-c2ncc(OS(=O)(=O)C(F)(F)F)cn2)cc1, [Na+], C1CCOC1, [OH-], CC(O)CCCC=CB(O)O. Product: CCCCCCCCC=Cc1ccc(-c2ncc(C=CCCCC(C)O)cn2)cc1. Reaction SMILES: [CH:1](=[CH:2][CH2:3][CH2:4][CH2:5][CH2:6][CH2:7][CH2:8][CH2:9][CH3:10])[c:11]1[cH:12][cH:13][c:14](-[c:17]2[n:18][cH:19][c:20]([O:23][S:24]([C:25]([F:26])([F:27])[F:28])(=[O:29])=[O:30])[cH:21][n:22]2)[cH:15][cH:16]1.[Na+:32].[O:44]1[CH2:45][CH2:46][CH2:47][CH2:48]1.[OH-:31].[OH:33][CH:34]([CH2:35][CH2:36][CH2:37][CH:38]=[CH:39][B:40]([OH:41])[OH:42])[CH3:43]>>[CH:1](=[CH:2][CH2:3][CH2:4][CH2:5][CH2:6][CH2:7][CH2:8][CH2:9][CH3:10])[c:11]1[cH:12][cH:13][c:14](-[c:17]2[n:18][cH:19][c:20]([CH:39]=[CH:38][CH2:37][CH2:36][CH2:35][CH:34]([OH:33])[CH3:43])[cH:21][n:22]2)[cH:15][cH:16]1. The reactants are CC1Cc2cc3c(cc2C(c2ccc([N+](=O)[O-])cc2)=NN1C#N)OCO3, CC(=O)[O-], COCCO, Cl, NO, [Na+]. The product is CC1Cc2cc3c(cc2C(c2ccc([N+](=O)[O-])cc2)=NN1C(N)=NO)OCO3. Reaction SMILES: [CH3:1][CH:2]1[N:3]([C:25]#[N:26])[N:4]=[C:5]([c:16]2[cH:17][cH:18][c:19]([N+:22](=[O:23])[O-:24])[cH:20][cH:21]2)[c:6]2[c:7]([cH:9][c:10]3[c:11]([cH:12]2)[O:13][CH2:14][O:15]3)[CH2:8]1.[CH3:28][C:29](=[O:30])[O-:31].[CH3:35][O:36][CH2:37][CH2:38][OH:39].[ClH:32].[NH2:33][OH:34].[Na+:27]>>[CH3:1][CH:2]1[N:3]([C:25]([NH2:26])=[N:33][OH:34])[N:4]=[C:5]([c:16]2[cH:17][cH:18][c:19]([N+:22](=[O:23])[O-:24])[cH:20][cH:21]2)[c:6]2[c:7]([cH:9][c:10]3[c:11]([cH:12]2)[O:13][CH2:14][O:15]3)[CH2:8]1. The reactants are [H-].[Na+] (sodium hydride), ClCCC1CCN(CC1)C(CCC1=CC=CC=C1)=O (4-(2-chloroethyl)-1-(3-phenylpropionyl)piperidine), [OH-].[Na+] (sodium hydroxide), N1C=NC=C1 (imidazole). Run in O1CCCC1 (tetrahydrofuran), O (Water), O1CCCC1 (tetrahydrofuran), O1CCCC1 (tetrahydrofuran). Conditions: temperature 20 celsius, time 3 hour. Yields the product N1(C=NC=C1)CCC1CCN(CC1)C(CCC1=CC=CC=C1)=O (4-[2-(imidazol-1-yl)ethyl]-1-(3-phenylpropionyl)piperidine). As a reaction SMILES: [NH:1]1[CH:5]=[CH:4][N:3]=[CH:2]1.[H-].[Na+].Cl[CH2:9][CH2:10][CH:11]1[CH2:16][CH2:15][N:14]([C:17](=[O:26])[CH2:18][CH2:19][C:20]2[CH:25]=[CH:24][CH:23]=[CH:22][CH:21]=2)[CH2:13][CH2:12]1.[OH-].[Na+]>O1CCCC1.O>[N:1]1([CH2:9][CH2:10][CH:11]2[CH2:12][CH2:13][N:14]([C:17](=[O:26])[CH2:18][CH2:19][C:20]3[CH:21]=[CH:22][CH:23]=[CH:24][CH:25]=3)[CH2:15][CH2:16]2)[CH:5]=[CH:4][N:3]=[CH:2]1 |f:1.2,4.5|. Reported procedure: A solution of imidazole (1.4 g) in dry tetrahydrofuran (20 ml) was added dropwise with stirring to a mixture of sodium hydride (0.8 g, 60% dispersion in mineral oil) in tetrahydrofuran (20 ml) under nitrogen. The mixture was stirred at 20° C. for 3 hours and then a solution of the product from Example 42 (5.6 g) in dry tetrahydrofuran (50 ml) was added dropwise with stirring. The mixture was heated under reflux for 9 hours and then cooled to 20° C. Water (50 ml) was added and the solution stirre... Starting materials: [Li]C(C)(C)C, CC1CN(c2ccc(C#N)c(C(F)(F)F)c2)C(C)CN1C(=O)Nc1ccc(S(C)(=O)=O)nc1, CCCCB(CCCC)CCCC, CC(=O)[O-], CCCCC, NOS(=O)(=O)O, [Na+], C1CCOC1, O. Product: CC1CN(c2ccc(C#N)c(C(F)(F)F)c2)C(C)CN1C(=O)Nc1ccc(S(N)(=O)=O)nc1. RXN SMILES: [C:1]([Li:2])([CH3:3])([CH3:4])[CH3:5].[C:6](#[N:7])[c:8]1[c:9]([C:35]([F:36])([F:37])[F:38])[cH:10][c:11]([N:14]2[CH2:15][CH:16]([CH3:34])[N:17]([C:21](=[O:22])[NH:23][c:24]3[cH:25][n:26][c:27]([S:30](=[O:31])(=[O:32])[CH3:33])[cH:28][cH:29]3)[CH2:18][CH:19]2[CH3:20])[cH:12][cH:13]1.[CH2:39]([B:40]([CH2:41][CH2:42][CH2:43][CH3:44])[CH2:45][CH2:46][CH2:47][CH3:48])[CH2:49][CH2:50][CH3:51].[CH3:53][C:54](=[O:55])[O-:56].[CH3:69][CH2:70][CH2:71][CH2:72][CH3:73].[NH2:57][O:58][S:59]([OH:60])(=[O:61])=[O:62].[Na+:52].[O:64]1[CH2:65][CH2:66][CH2:67][CH2:68]1.[OH2:63]>>[C:6](#[N:7])[c:8]1[c:9]([C:35]([F:36])([F:37])[F:38])[cH:10][c:11]([N:14]2[CH2:15][CH:16]([CH3:34])[N:17]([C:21](=[O:22])[NH:23][c:24]3[cH:25][n:26][c:27]([S:30](=[O:31])(=[O:32])[NH2:57])[cH:28][cH:29]3)[CH2:18][CH:19]2[CH3:20])[cH:12][cH:13]1.